Dataset: the Open Reaction Database (ORD), a public repository of structured organic reaction records. Task: describe an organic reaction: reactants, conditions, products, and yield Starting materials: FC1(OC2=C(O1)C=CC(=C2)C(C)=O)F (1-(2,2-difluoro-1,3-benzodioxol-5-yl)ethanone), solution, C1(CC1)[Mg]Br (cyclopropylmagnesium bromide), C1(CC1)C(C)(O)C1=CC=C(C=C1)Cl (1-Cyclopropyl-1-(4-chlorophenyl)ethanol). Solvent: O1CCCC1 (tetrahydrofuran). The product is C1(CC1)C(C)(O)C1=CC2=C(OC(O2)(F)F)C=C1 (1-Cyclopropyl-1-(2,2-difluoro-1,3-benzodioxol-5-yl)ethanol). Reaction SMILES: [F:1][C:2]1([F:14])[O:6][C:5]2[CH:7]=[CH:8][C:9]([C:11](=[O:13])[CH3:12])=[CH:10][C:4]=2[O:3]1.[CH:15]1([Mg]Br)[CH2:17][CH2:16]1.C1(C(C2C=CC(Cl)=CC=2)(O)C)CC1>O1CCCC1>[CH:15]1([C:11]([C:9]2[CH:8]=[CH:7][C:5]3[O:6][C:2]([F:1])([F:14])[O:3][C:4]=3[CH:10]=2)([OH:13])[CH3:12])[CH2:17][CH2:16]1. Procedure: The title compound was prepared starting from 0.75 g (3.75 mmol) of 1-(2,2-difluoro-1,3-benzodioxol-5-yl)ethanone and 15.0 ml (7.50 mmol) of a 0.5N solution of cyclopropylmagnesium bromide in tetrahydrofuran in analogy to the synthesis of the compound from Example 138A. 0.67 g (74% of theory) of the title compound was obtained. The reactants are CC1(C)CC(c2ccncc2[N+](=O)[O-])=CC(N2C(=O)c3ccccc3C2=O)C1, CC(=O)O, [H][H]. The product is CC1(C)CC(c2ccncc2N)=CC(N2C(=O)c3ccccc3C2=O)C1. As a reaction SMILES: [CH3:1][C:2]1([CH3:28])[CH2:3][C:4]([c:19]2[c:20]([N+:25]([O-:26])=[O:27])[cH:21][n:22][cH:23][cH:24]2)=[CH:5][CH:6]([N:8]2[C:9](=[O:18])[c:10]3[cH:11][cH:12][cH:13][cH:14][c:15]3[C:16]2=[O:17])[CH2:7]1.[CH3:31][C:32](=[O:33])[OH:34].[H:29][H:30]>>[CH3:1][C:2]1([CH3:28])[CH2:3][C:4]([c:19]2[c:20]([NH2:25])[cH:21][n:22][cH:23][cH:24]2)=[CH:5][CH:6]([N:8]2[C:9](=[O:18])[c:10]3[cH:11][cH:12][cH:13][cH:14][c:15]3[C:16]2=[O:17])[CH2:7]1. The reactants are COC1(OC)COC2C(OS(C)(=O)=O)CN(C(=O)OCc3ccccc3)C21, [Cl-], [Li+], CN(C)C=O. Product: COC1(OC)COC2C(Cl)CN(C(=O)OCc3ccccc3)C21. Reaction SMILES: [CH2:1]([c:2]1[cH:3][cH:4][cH:5][cH:6][cH:7]1)[O:8][C:9](=[O:10])[N:11]1[CH:12]2[CH:13]([CH:14]([O:16][S:17]([CH3:18])(=[O:19])=[O:20])[CH2:15]1)[O:21][CH2:22][C:23]2([O:24][CH3:25])[O:26][CH3:27].[Cl-:29].[Li+:28].[O:30]=[CH:31][N:32]([CH3:33])[CH3:34]>>[CH2:1]([c:2]1[cH:3][cH:4][cH:5][cH:6][cH:7]1)[O:8][C:9](=[O:10])[N:11]1[CH:12]2[CH:13]([CH:14]([Cl:29])[CH2:15]1)[O:21][CH2:22][C:23]2([O:24][CH3:25])[O:26][CH3:27]. Reactants: COC(=O)c1ccc(CCC(CO)CCCCC#N)cc1, ClCCl, O=[Cr](=O)([O-])Cl, c1cc[nH+]cc1. The product is COC(=O)c1ccc(CCC(C=O)CCCCC#N)cc1. Reaction SMILES: [C:1](#[N:2])[CH2:3][CH2:4][CH2:5][CH2:6][CH:7]([CH2:8][CH2:9][c:10]1[cH:11][cH:12][c:13]([C:14](=[O:15])[O:16][CH3:17])[cH:18][cH:19]1)[CH2:20][OH:21].[Cl:33][CH2:34][Cl:35].[O:22]=[Cr:23]([Cl:24])([O-:25])=[O:26].[nH+:27]1[cH:28][cH:29][cH:30][cH:31][cH:32]1>>[C:1](#[N:2])[CH2:3][CH2:4][CH2:5][CH2:6][CH:7]([CH2:8][CH2:9][c:10]1[cH:11][cH:12][c:13]([C:14](=[O:15])[O:16][CH3:17])[cH:18][cH:19]1)[CH:20]=[O:21].